Dataset: the Open Reaction Database (ORD), a public repository of structured organic reaction records. Task: describe an organic reaction: reactants, conditions, products, and yield As a reaction SMILES: [Cl:1][C:2]1[C:3]([N:8]2[C:12]([S:13][C:14]#[N:15])=[CH:11][CH:10]=[C:9]2[C:16]([OH:18])=O)=[N:4][CH:5]=[CH:6][CH:7]=1.[NH2:19][C:20]1[C:28]([Br:29])=[CH:27][C:26]([Br:30])=[CH:25][C:21]=1[C:22](O)=[O:23].BrC1C=C(C(O)=O)N(C2C(Cl)=CC=CN=2)C=1.NC1C(C)=CC(Cl)=CC=1C(O)=O>>[Br:30][C:26]1[CH:27]=[C:28]([Br:29])[C:20]2[N:19]=[C:16]([C:9]3[N:8]([C:3]4[C:2]([Cl:1])=[CH:7][CH:6]=[CH:5][N:4]=4)[C:12]([S:13][C:14]#[N:15])=[CH:11][CH:10]=3)[O:18][C:22](=[O:23])[C:21]=2[CH:25]=1. Starting materials: NC1=C(C(=O)O)C=C(C=C1C)Cl (2-amino-5-chloro-3-methylbenzoic acid), ClC=1C(=NC=CC1)N1C(=CC=C1SC#N)C(=O)O (1-(3-chloro-2-pyridinyl)-5-thiocyanato-1H-pyrrole-2-carboxylic acid), NC1=C(C(=O)O)C=C(C=C1Br)Br (2-amino-3,5-dibromobenzoic acid), BrC=1C=C(N(C1)C1=NC=CC=C1Cl)C(=O)O (4-bromo-1-(3-chloro-2-pyridinyl)-1H-pyrrole-2-carboxylic acid). Product: BrC=1C=C(C2=C(C(OC(=N2)C=2N(C(=CC2)SC#N)C2=NC=CC=C2Cl)=O)C1)Br (6,8-dibromo-2-[1-(3-chloro-2-pyridinyl)-5-thiocyanato-1H-pyrrol-2-yl]-4H-3,1-benzoxazine-4-one). Procedure details: According to the same manner as that of Reference Preparation Example 71-(5), 1-(3-chloro-2-pyridinyl)-5-thiocyanato-1H-pyrrole-2-carboxylic acid and 2-amino-3,5-dibromobenzoic acid were used in place of 4-bromo-1-(3-chloro-2-pyridinyl)-1H-pyrrole-2-carboxylic acid and 2-amino-5-chloro-3-methylbenzoic acid respectively to obtain 6,8-dibromo-2-[1-(3-chloro-2-pyridinyl)-5-thiocyanato-1H-pyrrol-2-yl]-4H-3,1-benzoxazine-4-one of the formula: The reactants are CN(C)C=O, N#Cc1c(F)cccc1F, OCC1CCC(Cc2ccccc2F)CC1, [H-], [Na+]. The product is N#Cc1c(F)cccc1OCC1CCC(Cc2ccccc2F)CC1. Reaction SMILES: [CH3:29][N:30]([CH3:31])[CH:32]=[O:33].[F:19][c:20]1[c:21]([C:22]#[N:23])[c:24]([F:28])[cH:25][cH:26][cH:27]1.[F:3][c:4]1[c:5]([CH2:6][CH:7]2[CH2:8][CH2:9][CH:10]([CH2:13][OH:14])[CH2:11][CH2:12]2)[cH:15][cH:16][cH:17][cH:18]1.[H-:1].[Na+:2]>>[F:3][c:4]1[c:5]([CH2:6][CH:7]2[CH2:8][CH2:9][CH:10]([CH2:13][O:14][c:24]3[c:21]([C:22]#[N:23])[c:20]([F:19])[cH:27][cH:26][cH:25]3)[CH2:11][CH2:12]2)[cH:15][cH:16][cH:17][cH:18]1. Starting materials: ClC1=CC=C(C=C1)CNC=1N(C=2N(C(C1NC=O)=O)CCN2)CC(C)C (7-[(4-Chlorophenyl)Methyl]Amino-6-Formylamino-2,3-Dihydro-8-(2-Methylpropyl)Imidazo[1,2-a]Pyrimidin-5(8H)-One), [OH-].[Na+] (sodium hydroxide), C (charcoal). The solvent is O (water). The product is ClC1=CC=C(C=C1)CN1C=2N(C=3N(C(C2N=C1)=O)CCN3)CC(C)C (3-[(4-Chlorophenyl)Methyl]-6,7-Dihydro-4-(2-Methylpropyl)-3H-Imidazo[1,2-a]Purin-9(4H)-One). Reaction SMILES: [Cl:1][C:2]1[CH:7]=[CH:6][C:5]([CH2:8][NH:9][C:10]2[N:11]([CH2:23][CH:24]([CH3:26])[CH3:25])[C:12]3[N:13]([CH2:20][CH2:21][N:22]=3)[C:14](=[O:19])[C:15]=2[NH:16][CH:17]=O)=[CH:4][CH:3]=1.[OH-].[Na+].C>O>[Cl:1][C:2]1[CH:7]=[CH:6][C:5]([CH2:8][N:9]2[CH:17]=[N:16][C:15]3[C:14](=[O:19])[N:13]4[CH2:20][CH2:21][N:22]=[C:12]4[N:11]([CH2:23][CH:24]([CH3:26])[CH3:25])[C:10]2=3)=[CH:4][CH:3]=1 |f:1.2|. Procedure details: The formyl amino compound of Procedure 88 (0.08 mol) is dissolved with warming in a solution of sodium hydroxide (0.09 mol) in 100 ml. water. The solution is treated with activated charcoal, filtered, and the filtrate neutralized with acetic acid. The precipitate is collected. Reactants: S(=S)(=O)([O-])[O-].[Na+].[Na+] (sodium thiosulfate), C(C)(C)(C)OC(=O)N1C(CCC1)CC(C=C)=O ((±)-1-(t-Butoxycarbonyl)-2-(2-oxo-3-butenyl)pyrrolidine), CC1=CC=C(C=C1)S (4-methylthiophenol), ClC1=CC(=CC=C1)C(=O)OO (m-chloroperbenzoic acid), C(O)([O-])=O.[Na+] (sodium hydrogencarbonate). Run in O1CCCC1 (tetrahydrofuran). Conditions: time 2 hour. The product is C(C)(C)(C)OC(=O)N1C(CCC1)CC(CCS(=O)(=O)C1=CC=C(C=C1)C)=O ((±)-1-(t-Butoxycarbonyl)-2-[4-(p-toluenesulfonyl)-2-oxobutyl]pyrolidine). Yield: 94.0%. Reaction SMILES: [C:1]([O:5][C:6]([N:8]1[CH2:12][CH2:11][CH2:10][CH:9]1[CH2:13][C:14](=[O:17])[CH:15]=[CH2:16])=[O:7])([CH3:4])([CH3:3])[CH3:2].CC1C=CC(S)=CC=1.Cl[C:27]1[CH:32]=[CH:31][CH:30]=[C:29]([C:33](OO)=O)[CH:28]=1.[S:37]([O-])([O-:40])(=[O:39])=S.[Na+].[Na+].C(=O)([O-])O.[Na+]>O1CCCC1>[C:1]([O:5][C:6]([N:8]1[CH2:12][CH2:11][CH2:10][CH:9]1[CH2:13][C:14](=[O:17])[CH2:15][CH2:16][S:37]([C:32]1[CH:31]=[CH:30][C:29]([CH3:33])=[CH:28][CH:27]=1)(=[O:40])=[O:39])=[O:7])([CH3:4])([CH3:3])[CH3:2] |f:3.4.5,6.7|. Reported procedure: (±)-1-(t-Butoxycarbonyl)-2-(2-oxo-3-butenyl)pyrrolidine (206 mg (10.86 mmol), prepared as described in Reference example 1–2)) was dissolved in tetrahydrofuran (2 ml). To the solution was added 4-methylthiophenol (107 mg, 0.86 mmol), and the resulting mixture was stirred at room temperature for 2 hours. At the end of this time, the reaction mixture was concentrated by evaporation under reduced pressure, and the resulting residue was dissolved in dichloromethane (2 ml). To the resulting mixture w... Reactants: NC1=CC(CC1)=O (3-Amino-2-cyclopenten-1-one), BrC=1C=C(C=O)C=CC1F (3-bromo-4-fluorobenzaldehyde), CC1(OCC(CC1=O)=O)C (2,2-dimethyl-2H-pyran-3,5(4H,6H)-dione). The product is BrC=1C=C(C=CC1F)C1C2=C(NC3=C1C(C(OC3)(C)C)=O)CCC2=O (5-(3-bromo-4-fluorophenyl)-3,3-dimethyl-5,7,8,9-tetrahydrocyclopenta[b]pyrano[4,3-e]pyridine-4,6(1H,3H)-dione). Isolated yield 54.2%. As a reaction SMILES: [NH2:1][C:2]1[CH2:6][CH2:5][C:4](=[O:7])[CH:3]=1.[Br:8][C:9]1[CH:10]=[C:11]([CH:14]=[CH:15][C:16]=1[F:17])[CH:12]=O.[CH3:18][C:19]1([CH3:27])[C:24](=[O:25])[CH2:23][C:22](=O)[CH2:21][O:20]1>>[Br:8][C:9]1[CH:10]=[C:11]([CH:12]2[C:23]3[C:24](=[O:25])[C:19]([CH3:27])([CH3:18])[O:20][CH2:21][C:22]=3[NH:1][C:2]3[CH2:6][CH2:5][C:4](=[O:7])[C:3]2=3)[CH:14]=[CH:15][C:16]=1[F:17]. Procedure details: 3-Amino-2-cyclopenten-1-one (Kikani, B. B., Synthesis, (1991), 2,176) (0.099 g, 1.0 mmol), 3-bromo-4-fluorobenzaldehyde (0.21 g, 1.0 mmol) and the product from Example 66C (0.15 g, 1.0 mmol) were processed as described in Example 31 to provide the title compound (0.22 g). Reactants: CO (methanol), O (water), C([O-])([O-])=O.[Na+].[Na+] (sodium carbonate), COC(=O)C1=CN(C(C=C1)=O)CCNC(=O)C1=CC=NC=C1 (1,6-dihydro-1-[2-(4-pyridinylcarbonylamino)ethyl]-6-oxo-3-pyridinecarboxylic acid methyl ester). The solvent is C(C)(=O)O (acetic acid). The product is N1=CC=C(C=C1)C(=O)NCCN1C=C(C=CC1=O)C(=O)O (1,6-Dihydro-1-[2-(4-pyridinylcarbonylamino)ethyl]-6-oxo-3-pyridinecarboxylic acid). As a reaction SMILES: C[O:2][C:3]([C:5]1[CH:10]=[CH:9][C:8](=[O:11])[N:7]([CH2:12][CH2:13][NH:14][C:15]([C:17]2[CH:22]=[CH:21][N:20]=[CH:19][CH:18]=2)=[O:16])[CH:6]=1)=[O:4].CO.O.C(=O)([O-])[O-].[Na+].[Na+]>C(O)(=O)C>[N:20]1[CH:21]=[CH:22][C:17]([C:15]([NH:14][CH2:13][CH2:12][N:7]2[C:8](=[O:11])[CH:9]=[CH:10][C:5]([C:3]([OH:4])=[O:2])=[CH:6]2)=[O:16])=[CH:18][CH:19]=1 |f:3.4.5|. Procedure: 1,6-dihydro-1-[2-(4-pyridinylcarbonylamino)ethyl]-6-oxo-3-pyridinecarboxylic acid methyl ester (0.600 g, 2.0 mmol) was hydrolysed in a mixture consisting of methanol (4.0 ml), water (0.7 ml), and 15% aqueous sodium carbonate (6.0 ml) at 75°-80° C. for 1.25 hours. The solution was acidified (to pH 5.5 with acetic acid). The precipitated product was recovered by filtration, washed with water, and dried, MP: >300° C.